Dataset: the Open Reaction Database (ORD), a public repository of structured organic reaction records. Task: describe an organic reaction: reactants, conditions, products, and yield The reactants are [N+](=O)([O-])C=1C=C2CC3(C(N(C4=NC=CC=C43)COCC[Si](C)(C)C)=O)CC2=CC1 ((±)-5-Nitro-1′-{[2-(trimethylsilyl)ethoxy]methyl}-1,3-dihydrospiro[indene-2,3′-pyrrolo[2,3-b]pyridin]-2′(1′H)-one). The reagents and catalysts are [Pd] (Pd/C). Solvent: CCO (EtOH). Conditions: time 18 hour. The product is NC=1C=C2C[C@]3(C(N(C4=NC=CC=C43)COCC[Si](C)(C)C)=O)CC2=CC1 ((R)-5-Amino-1′-{[2-(trimethylsilyl)ethoxy]methyl}-1,3-dihydrospiro[indene-2,3′-pyrrolo[2,3-b]pyridin]-2′(1′H)-one). As a reaction SMILES: [N+:1]([C:4]1[CH:5]=[C:6]2[C:27](=[CH:28][CH:29]=1)[CH2:26][C:8]1([C:16]3[C:11](=[N:12][CH:13]=[CH:14][CH:15]=3)[N:10]([CH2:17][O:18][CH2:19][CH2:20][Si:21]([CH3:24])([CH3:23])[CH3:22])[C:9]1=[O:25])[CH2:7]2)([O-])=O>CCO.[Pd]>[NH2:1][C:4]1[CH:5]=[C:6]2[C:27](=[CH:28][CH:29]=1)[CH2:26][C@:8]1([C:16]3[C:11](=[N:12][CH:13]=[CH:14][CH:15]=3)[N:10]([CH2:17][O:18][CH2:19][CH2:20][Si:21]([CH3:22])([CH3:23])[CH3:24])[C:9]1=[O:25])[CH2:7]2. Reported procedure: A mixture of 10% Pd/C (3 g) and (±)-5-nitro-1′-{[2-(trimethylsilyl)ethoxy]methyl}-1,3-dihydrospiro[indene-2,3′-pyrrolo[2,3-b]pyridin]-2′(1′H)-one from Step F (19.1 g, 46.4 mmol) was stirred vigorously in EtOH (400 mL) under an atmosphere of hydrogen (ca. 1 atm). After 18 h, the mixture was filtered through a pad of Celite, washing extensively with MeOH, and the filtrate was concentrated in vacuo to give the crude racemic compound. The enantiomers were resolved by HPLC, utilizing a Chiralcel OD c... Starting materials: Cl.FC1=CC=C(C=C1)C(CCCN1CCC(CC1)=CC1=C(C=CC=C1)F)=O (1-[4-(4-fluorophenyl)-4-oxobutyl]-4-(2-fluorobenzylidene)piperidine hydrochloride), C([O-])([O-])=O.[K+].[K+] (potassium carbonate), COC(N(C)C)OC (N,N-dimethylformamide dimethylacetal), N1CCCC1 (pyrrolidine). Solvent: CN(C=O)C (N,N-dimethylformamide). Reaction conditions: temperature 120 celsius, time 2.5 hour. Yields the product FC1=CC=C(C=C1)C(C(CCN1CCC(CC1)=CC1=C(C=CC=C1)F)=CN1CCCC1)=O (1-[4-(4-fluorophenyl)-4-oxo-3-pyrrolidinomethylenebutyl]-4-(2-fluorobenzylidene)piperidine). As a reaction SMILES: Cl.[F:2][C:3]1[CH:8]=[CH:7][C:6]([C:9](=[O:27])[CH2:10][CH2:11][CH2:12][N:13]2[CH2:18][CH2:17][C:16](=[CH:19][C:20]3[CH:25]=[CH:24][CH:23]=[CH:22][C:21]=3[F:26])[CH2:15][CH2:14]2)=[CH:5][CH:4]=1.C(=O)([O-])[O-].[K+].[K+].CO[CH:36](OC)[N:37]([CH3:39])[CH3:38].N1CC[CH2:44][CH2:43]1>CN(C)C=O>[F:2][C:3]1[CH:4]=[CH:5][C:6]([C:9](=[O:27])[C:10](=[CH:39][N:37]2[CH2:36][CH2:44][CH2:43][CH2:38]2)[CH2:11][CH2:12][N:13]2[CH2:18][CH2:17][C:16](=[CH:19][C:20]3[CH:25]=[CH:24][CH:23]=[CH:22][C:21]=3[F:26])[CH2:15][CH2:14]2)=[CH:7][CH:8]=1 |f:0.1,2.3.4|. Procedure: A mixture of 1.96 g of 1-[4-(4-fluorophenyl)-4-oxobutyl]-4-(2-fluorobenzylidene)piperidine hydrochloride, 345 mg of anhydrous potassium carbonate, 5.0 ml of N,N-dimethylformamide dimethylacetal, 3.5 ml of pyrrolidine and 5.0 ml of N,N-dimethylformamide was stirred on an oil bath at 120° C. for 2.5 hours. The reaction solution was separated with ethyl acetate and water, and the organic layer was concentrated under reduced pressure to give a crude 1-[4-(4-fluorophenyl)-4-oxo-3-pyrrolidinomethylene... Starting materials: CC(=O)C (acetone), [BH-](OC(=O)C)(OC(=O)C)OC(=O)C.[Na+] (NaBH(OAc)3), C(C1=CC=CC=C1)N1CCC2(CC1)CN(C1=CC=CC(=C12)CN)C=1C2=C(N=CN1)CCC2C(C)C ((1′-benzyl-1-(5-isopropyl-6,7-dihydro-5H-cyclopenta[d]pyrimidin-4-yl)spiro[indoline-3,4′-piperidine]-4-yl)methanamine), CC(=O)C (acetone), [BH-](OC(=O)C)(OC(=O)C)OC(=O)C.[Na+] (NaBH(OAc)3). The solvent is ClCCCl (DCE). Run at time 20 minute. The product is C(C1=CC=CC=C1)N1CCC2(CC1)CN(C1=CC=CC(=C12)CNC(C)C)C=1C2=C(N=CN1)CCC2C(C)C (N-((1′-benzyl-1-(5-isopropyl-6,7-dihydro-5H-cyclopenta[d]pyrimidin-4-yl)spiro[indoline-3,4′-piperidine]-4-yl)methyl)propan-2-amine). Isolated yield 84.4%. RXN SMILES: [CH2:1]([N:8]1[CH2:13][CH2:12][C:11]2([C:21]3[C:16](=[CH:17][CH:18]=[CH:19][C:20]=3[CH2:22][NH2:23])[N:15]([C:24]3[C:25]4[CH:32]([CH:33]([CH3:35])[CH3:34])[CH2:31][CH2:30][C:26]=4[N:27]=[CH:28][N:29]=3)[CH2:14]2)[CH2:10][CH2:9]1)[C:2]1[CH:7]=[CH:6][CH:5]=[CH:4][CH:3]=1.[CH3:36][C:37]([CH3:39])=O.[BH-](OC(C)=O)(OC(C)=O)OC(C)=O.[Na+]>ClCCCl>[CH2:1]([N:8]1[CH2:13][CH2:12][C:11]2([C:21]3[C:16](=[CH:17][CH:18]=[CH:19][C:20]=3[CH2:22][NH:23][CH:37]([CH3:39])[CH3:36])[N:15]([C:24]3[C:25]4[CH:32]([CH:33]([CH3:35])[CH3:34])[CH2:31][CH2:30][C:26]=4[N:27]=[CH:28][N:29]=3)[CH2:14]2)[CH2:10][CH2:9]1)[C:2]1[CH:3]=[CH:4][CH:5]=[CH:6][CH:7]=1 |f:2.3|. Procedure: A stirring solution of (1′-benzyl-1-(5-isopropyl-6,7-dihydro-5H-cyclopenta[d]pyrimidin-4-yl)spiro[indoline-3,4′-piperidine]-4-yl)methanamine (0.250 g, 0.43 mmol) in DCE (3 mL) was treated with acetone (0.159 mL, 2.17 mmol). The reaction was allowed to stir for 20 minutes, followed by the addition of NaBH(OAc)3 (0.184 g, 0.87 mmol). The reaction was stirred at room temperature overnight. An additional 2.5 equivalents of acetone and 1.0 equivalent of NaBH(OAc)3 were added to the reaction and stirr... Run in CO (methanol). Starting materials: [Cl-].[Cl-].C(C1=CC=CC=C1)N1CC(CC1)(O)CNC1CC1 (1-benzyl-3-cyclopropylaminomethyl-3-hydroxypyrrolidine dichloride). RXN SMILES: [Cl-:1].[Cl-].C([N:10]1[CH2:14][CH2:13][C:12]([CH2:16][NH:17][CH:18]2[CH2:20][CH2:19]2)([OH:15])[CH2:11]1)C1C=CC=CC=1>CO.[Pd]>[ClH:1].[ClH:1].[CH:18]1([NH:17][CH2:16][C:12]2([OH:15])[CH2:13][CH2:14][NH:10][CH2:11]2)[CH2:20][CH2:19]1 |f:0.1.2,5.6.7|. Product: Cl.Cl.C1(CC1)NCC1(CNCC1)O (3-Cyclopropylaminomethyl-3-hydroxypyrrolidine dihydrochloride). Reported procedure: 7.9 g (24.7 mmol) of 1-benzyl-3-cyclopropylaminomethyl-3-hydroxypyrrolidine dichloride in 100 ml of methanol are hydrogenated on 2 g of palladium/active carbon (10%) at 50° C. and 100 bar. The product is filtered off with suction and concentrated, and the residue is triturated with butanol. The crystalline salt is filtered off with suction, washed with acetone and dried. The reagents and catalysts are [Pd] (palladium).